This data is from the Open Reaction Database (ORD), a public repository of structured organic reaction records. The task is: describe an organic reaction: reactants, conditions, products, and yield Yields the product C(C)(C)(C)N1N=C(C=C1CCCN1CCN(CC1)C1=CC=CC=C1)CCC (1-(3-(1-tert-butyl-3-propyl-1H-pyrazol-5-yl)propyl)-4-phenylpiperazine). RXN SMILES: [C:1]([N:5]1[C:9]([CH2:10][CH2:11][CH:12]=O)=[CH:8][C:7]([CH2:14][CH2:15][CH3:16])=[N:6]1)([CH3:4])([CH3:3])[CH3:2].[C:17]1([N:23]2[CH2:28][CH2:27][NH:26][CH2:25][CH2:24]2)[CH:22]=[CH:21][CH:20]=[CH:19][CH:18]=1.CCN(C(C)C)C(C)C.[BH-](OC(C)=O)(OC(C)=O)OC(C)=O.[Na+]>>[C:1]([N:5]1[C:9]([CH2:10][CH2:11][CH2:12][N:26]2[CH2:27][CH2:28][N:23]([C:17]3[CH:22]=[CH:21][CH:20]=[CH:19][CH:18]=3)[CH2:24][CH2:25]2)=[CH:8][C:7]([CH2:14][CH2:15][CH3:16])=[N:6]1)([CH3:4])([CH3:3])[CH3:2] |f:3.4|. The reactants are C(C)(C)(C)N1N=C(C=C1CCC=O)CCC (3-(1-tert-butyl-3-propyl-1H-pyrazol-5-yl)propanal), [BH-](OC(=O)C)(OC(=O)C)OC(=O)C.[Na+] (NaBH(OAc)3), C1(=CC=CC=C1)N1CCNCC1 (1-phenylpiperazine), CCN(C(C)C)C(C)C (DIPEA). Procedure: 132 mg (73%) of target compound was obtained by using a method same as in Example 1 by using 3-(1-tert-butyl-3-propyl-1H-pyrazol-5-yl)propanal (100 mg, 0.450 mmol), 1-phenylpiperazine (0.067 mL, 0.450 mmol), DIPEA (0.118 mL, 0.675 mmol) and NaBH(OAc)3 (286 mg, 1.350 mmol). Starting materials: CC12COC=3C=CC=C(C3C1C2)O (1a-methyl-1,1a,2,7b-tetrahydrocyclopropa[c]chromen-7-ol), CC12COC=3C=CC=C(C3C1C2)O (1a-methyl-1,1a,2,7b-tetrahydrocyclopropa[c]chromen-7-ol), C(=O)([O-])[O-].[K+].[K+] (K2CO3), ClC1=NC=C(C=C1)[N+](=O)[O-] (2-chloro-5-nitropyridine). Solvent: CN(C=O)C (N,N-dimethylformamide). Run at temperature 110 celsius. Product: CC12COC=3C=CC=C(C3C1C2)OC2=NC=C(C=C2)[N+](=O)[O-] (2-[(1a-methyl-1,1a,2,7b-tetrahydrocyclopropa[c]chromen-7-yl)oxy]-5-nitropyridine). Isolated yield 77.7%. RXN SMILES: [CH3:1][C:2]12[CH2:12][CH:11]1[C:10]1[C:9]([OH:13])=[CH:8][CH:7]=[CH:6][C:5]=1[O:4][CH2:3]2.C([O-])([O-])=O.[K+].[K+].Cl[C:21]1[CH:26]=[CH:25][C:24]([N+:27]([O-:29])=[O:28])=[CH:23][N:22]=1>CN(C)C=O>[CH3:1][C:2]12[CH2:12][CH:11]1[C:10]1[C:9]([O:13][C:21]3[CH:26]=[CH:25][C:24]([N+:27]([O-:29])=[O:28])=[CH:23][N:22]=3)=[CH:8][CH:7]=[CH:6][C:5]=1[O:4][CH2:3]2 |f:1.2.3|. Procedure details: To a solution of 1a-methyl-1,1a,2,7b-tetrahydrocyclopropa[c]chromen-7-ol (Intermediate 125, 190 mg) in dry N,N-dimethylformamide (10 ml) were added K2CO3 (447 mg, 3.23 mmol) and 2-chloro-5-nitropyridine (171 mg, 1.078 mmol) to give a light brown solution. The reaction was heated at 110° C. for 1 hour and then quenched with water, extracted with ethyl acetate, washed with brine, dried over sodium sulphate, filtered and concentrated under vacuum. The residue obtained was purified by silica gel chr... Reactants: Nc1ccc(C(=O)CCC(=O)O)cc1, O=C(Cl)c1ccco1. Yields the product O=C(O)CCC(=O)c1ccc(NC(=O)c2ccco2)cc1. Reaction SMILES: [NH2:9][c:10]1[cH:11][cH:12][c:13]([C:16]([CH2:17][CH2:18][C:19](=[O:20])[OH:21])=[O:22])[cH:14][cH:15]1.[o:1]1[c:2]([C:6](=[O:7])[Cl:8])[cH:3][cH:4][cH:5]1>>[o:1]1[c:2]([C:6](=[O:7])[NH:9][c:10]2[cH:11][cH:12][c:13]([C:16]([CH2:17][CH2:18][C:19](=[O:20])[OH:21])=[O:22])[cH:14][cH:15]2)[cH:3][cH:4][cH:5]1. The reactants are C(C1=CC=CC=C1)C=1C=CC(=NC1)N (5-benzylpyridin-2-amine), BrBr (bromine), BrBr (bromine). Run in C(=O)(O)[O-].[Na+] (NaHCO3). Run at time 30 minute. Yields the product C(C1=CC=CC=C1)C=1C=C(C(=NC1)N)Br (5-Benzyl-3-bromopyridin-2-amine). As a reaction SMILES: [CH2:1]([C:8]1[CH:9]=[CH:10][C:11]([NH2:14])=[N:12][CH:13]=1)[C:2]1[CH:7]=[CH:6][CH:5]=[CH:4][CH:3]=1.[Br:15]Br>C([O-])(O)=O.[Na+]>[CH2:1]([C:8]1[CH:9]=[C:10]([Br:15])[C:11]([NH2:14])=[N:12][CH:13]=1)[C:2]1[CH:3]=[CH:4][CH:5]=[CH:6][CH:7]=1 |f:2.3|. Reported procedure: To a stirred solution of 5-benzylpyridin-2-amine 2 (6.0 g, 32.3 mmol) in CH2C12 (100 mL) cooled to 0° C. was added bromine (5.1 g, 32.3 mmol) dropwise [Kelly, et al., J. Am. Chem. Soc. 112, 8024-8034 (1990)]. The bromine decolorized immediately and the mixture was left stirring for 30 min. The mixture was shaken with saturated NaHCO3 solution (100 mL), the organic layer was then dried over anhydrous Na2SO4, and distilled off to give a yellow residue which was purified by flash chromatography on ...